This data is from the Open Reaction Database (ORD), a public repository of structured organic reaction records. The task is: describe an organic reaction: reactants, conditions, products, and yield Reactants: C[N-]C=1C=C(C(=O)C2CCN(CC2)C)C=CC1 (4-[3-(methylamidyl)benzoyl]-1-methylpiperidine), C(C(=O)O)(=O)O (oxalic acid). Solvent: C(C)(=O)OCC (ethyl acetate), C(C)(=O)OCC (ethyl acetate). Yields the product C(C(=O)[O-])(=O)[O-].C[N-]C=1C=C(C(=O)C2CCN(CC2)C)C=CC1 (4-[3-(methylamidyl)benzoyl]-1-methylpiperidine oxalate). Yield: 76.9%. As a reaction SMILES: [CH3:1][N-:2][C:3]1[CH:4]=[C:5]([CH:15]=[CH:16][CH:17]=1)[C:6]([CH:8]1[CH2:13][CH2:12][N:11]([CH3:14])[CH2:10][CH2:9]1)=[O:7].[C:18]([OH:23])(=[O:22])[C:19]([OH:21])=[O:20]>C(OCC)(=O)C>[C:18]([O-:23])(=[O:22])[C:19]([O-:21])=[O:20].[CH3:1][N-:2][C:3]1[CH:4]=[C:5]([CH:15]=[CH:16][CH:17]=1)[C:6]([CH:8]1[CH2:13][CH2:12][N:11]([CH3:14])[CH2:10][CH2:9]1)=[O:7] |f:3.4|. Procedure: 4-[3-(methylamidyl)benzoyl]-1-methylpiperidine (283 mg, 1.1 mmol) in ethyl acetate was added to oxalic acid (99 mg, 1.1 mmol) in ethyl acetate. The resulting precipitate was filtered, washed with ethyl acetate, and dried under vacuum to give 270 mg (71%) of tan powder. Starting materials: ice, CSC1(CCN(CC1)C(=O)OC(C)(C)C)C(=O)OCC (O1-tert-butyl O4-ethyl 4-methylsulfanylpiperidine-1,4-dicarboxylate), Cl.O1CCOCC1 (HCl dioxane). Solvent: O1CCOCC1 (1,4-dioxane). Run at time 30 minute. Yields the product Cl.CSC1(CCNCC1)C(=O)OCC (Ethyl 4-methylsulfanylpiperidine-4-carboxylate hydrochloride). Reaction SMILES: [CH3:1][S:2][C:3]1([C:16]([O:18][CH2:19][CH3:20])=[O:17])[CH2:8][CH2:7][N:6](C(OC(C)(C)C)=O)[CH2:5][CH2:4]1.[ClH:21].O1CCOCC1>O1CCOCC1>[ClH:21].[CH3:1][S:2][C:3]1([C:16]([O:18][CH2:19][CH3:20])=[O:17])[CH2:8][CH2:7][NH:6][CH2:5][CH2:4]1 |f:1.2,4.5|. Procedure details: To an ice-cold solution of O1-tert-butyl O4-ethyl 4-methylsulfanylpiperidine-1,4-dicarboxylate (0.23 g, 7.75 mmol) in 1,4-dioxane (20 mL) was added HCl-dioxane (4 M, 15 mL) solution and the mixture stirred at rt for 30 min. After completion of reaction (by TLC), the solvent was evaporated to obtain a brownish solid material (0.17 g) that was carried forward to the next step without further purification. MS: 204.10 [M+H]+. Reactants: CCOC(=O)C(C)=CC(C)NC(=O)OC(C)(C)C, CCOC(C)=O. Yields the product CCOC(=O)C(C)CC(C)NC(=O)OC(C)(C)C. As a reaction SMILES: [CH2:1]([CH3:2])[O:3][C:4]([C:5](=[CH:6][CH:7]([CH3:8])[NH:9][C:10](=[O:11])[O:12][C:13]([CH3:14])([CH3:15])[CH3:16])[CH3:17])=[O:18].[CH3:19][CH2:20][O:21][C:22](=[O:23])[CH3:24]>>[CH2:1]([CH3:2])[O:3][C:4]([CH:5]([CH2:6][CH:7]([CH3:8])[NH:9][C:10](=[O:11])[O:12][C:13]([CH3:14])([CH3:15])[CH3:16])[CH3:17])=[O:18]. Reactants: CC(C)(C(=O)O)c1ccccc1, COc1ccc(N)cc1C. Reagents/catalysts: COC1=NC(=NC(=N1)Cl)Cl (2,4-Dichloro-6-methoxy-1,3,5-triazine), CN1CCOCC1 (NMM). Run in CN(C)C=O (DMF), CN(C)C=O (DMF), CN(C)C=O (DMF), CN(C)C=O (DMF), CN(C)C=O (DMF), CN(C)C=O (DMF). Run at temperature 25 celsius, time 2 hour. Yields the product COc1ccc(NC(=O)C(C)(C)c2ccccc2)cc1C. Yield: 5.4%. Reaction SMILES: COc1ccc(N)cc1C.CC(C)(C(=O)O)c1ccccc1.COC1=NC(=NC(=N1)Cl)Cl.CN1CCOCC1.CN(C)C=O>>COc1ccc(NC(=O)C(C)(C)c2ccccc2)cc1C.